From a dataset of the Open Reaction Database (ORD), a public repository of structured organic reaction records. describe an organic reaction: reactants, conditions, products, and yield As a reaction SMILES: [Br:1][c:2]1[cH:3][n:4][cH:5][n:6][cH:7]1.[CH2:8]([CH2:9][CH2:10][CH2:11][C:12]#[CH:13])[OH:14].[CH3:28][C:29]#[N:30].[CH:15]1([NH:16][CH:17]2[CH2:18][CH2:19][CH2:20][CH2:21][CH2:22]2)[CH2:23][CH2:24][CH2:25][CH2:26][CH2:27]1>>[c:2]1([C:13]#[C:12][CH2:11][CH2:10][CH2:9][CH2:8][OH:14])[cH:3][n:4][cH:5][n:6][cH:7]1. Reactants: Brc1cncnc1, C#CCCCCO, CC#N, C1CCC(NC2CCCCC2)CC1. The product is OCCCCC#Cc1cncnc1.